Dataset: the Open Reaction Database (ORD), a public repository of structured organic reaction records. Task: describe an organic reaction: reactants, conditions, products, and yield The reactants are [BH3-]C#N, CC(C)(C)[Si](C)(C)N1C(=O)C(C=O)C1SC(c1ccccc1)(c1ccccc1)c1ccccc1, CNC, CO, Cl, [Na+], [Na+], [OH-]. Product: CN(C)CC1C(=O)N([Si](C)(C)C(C)(C)C)C1SC(c1ccccc1)(c1ccccc1)c1ccccc1. Reaction SMILES: [C:39]([BH3-:40])#[N:41].[C:5]([CH3:6])([CH3:7])([CH3:8])[Si:9]([N:10]1[C:11](=[O:36])[CH:12]([CH:34]=[O:35])[CH:13]1[S:14][C:15]([c:16]1[cH:17][cH:18][cH:19][cH:20][cH:21]1)([c:22]1[cH:23][cH:24][cH:25][cH:26][cH:27]1)[c:28]1[cH:29][cH:30][cH:31][cH:32][cH:33]1)([CH3:37])[CH3:38].[CH3:1][NH:2][CH3:3].[CH3:45][OH:46].[ClH:4].[Na+:42].[Na+:44].[OH-:43]>>[CH3:1][N:2]([CH3:3])[CH2:34][CH:12]1[C:11](=[O:36])[N:10]([Si:9]([C:5]([CH3:6])([CH3:7])[CH3:8])([CH3:37])[CH3:38])[CH:13]1[S:14][C:15]([c:16]1[cH:17][cH:18][cH:19][cH:20][cH:21]1)([c:22]1[cH:23][cH:24][cH:25][cH:26][cH:27]1)[c:28]1[cH:29][cH:30][cH:31][cH:32][cH:33]1. As a reaction SMILES: [C:3](=[O:4])([CH3:5])[O:6][c:7]1[c:8]([C:9](=[O:10])[NH:11][CH2:12][C:13]([NH:14][c:15]2[cH:16][c:17]([C:25]([F:26])([F:27])[F:28])[cH:18][c:19]([C:21]([F:22])([F:23])[F:24])[cH:20]2)=[O:29])[cH:30][c:31]([Cl:34])[cH:32][cH:33]1.[CH3:41][OH:42].[ClH:35].[Na+:2].[O:36]1[CH2:37][CH2:38][CH2:39][CH2:40]1.[OH-:1]>>[OH:6][c:7]1[c:8]([C:9](=[O:10])[NH:11][CH2:12][C:13]([NH:14][c:15]2[cH:16][c:17]([C:25]([F:26])([F:27])[F:28])[cH:18][c:19]([C:21]([F:22])([F:23])[F:24])[cH:20]2)=[O:29])[cH:30][c:31]([Cl:34])[cH:32][cH:33]1. Starting materials: CC(=O)Oc1ccc(Cl)cc1C(=O)NCC(=O)Nc1cc(C(F)(F)F)cc(C(F)(F)F)c1, CO, Cl, [Na+], C1CCOC1, [OH-]. The product is O=C(CNC(=O)c1cc(Cl)ccc1O)Nc1cc(C(F)(F)F)cc(C(F)(F)F)c1. Reactants: C=CCN(CC(=O)OCC)Cc1cccc(OCCc2nc(-c3ccc(N4CCCCCC4)nc3)oc2C)c1, CCO, Cl, [Na+], C1CCOC1, [OH-]. Product: C=CCN(CC(=O)O)Cc1cccc(OCCc2nc(-c3ccc(N4CCCCCC4)nc3)oc2C)c1. As a reaction SMILES: [CH2:1]([CH3:2])[O:3][C:4]([CH2:5][N:6]([CH2:7][c:8]1[cH:9][c:10]([O:14][CH2:15][CH2:16][c:17]2[n:18][c:19](-[c:23]3[cH:24][n:25][c:26]([N:29]4[CH2:30][CH2:31][CH2:32][CH2:33][CH2:34][CH2:35]4)[cH:27][cH:28]3)[o:20][c:21]2[CH3:22])[cH:11][cH:12][cH:13]1)[CH2:36][CH:37]=[CH2:38])=[O:39].[CH3:43][CH2:44][OH:45].[ClH:42].[Na+:41].[O:46]1[CH2:47][CH2:48][CH2:49][CH2:50]1.[OH-:40]>>[O:3]=[C:4]([CH2:5][N:6]([CH2:7][c:8]1[cH:9][c:10]([O:14][CH2:15][CH2:16][c:17]2[n:18][c:19](-[c:23]3[cH:24][n:25][c:26]([N:29]4[CH2:30][CH2:31][CH2:32][CH2:33][CH2:34][CH2:35]4)[cH:27][cH:28]3)[o:20][c:21]2[CH3:22])[cH:11][cH:12][cH:13]1)[CH2:36][CH:37]=[CH2:38])[OH:39]. As a reaction SMILES: [CH3:1][N:2]([CH3:15])[CH2:3][CH2:4][CH2:5][C:6]1[C:14]2[C:9](=[CH:10][CH:11]=[CH:12][CH:13]=2)[CH2:8][CH:7]=1.CCOCC.N.[Li]>C(O)C>[CH3:15][N:2]([CH3:1])[CH2:3][CH2:4][CH2:5][CH:6]1[C:14]2[CH2:13][CH:12]=[CH:11][CH2:10][C:9]=2[CH2:8][CH2:7]1 |^1:21|. Yields the product CN(CCCC1CCC=2CC=CCC12)C (4,7-Dihydro-N,N-dimethyl-1-indanpropylamine). Conditions: time 1 hour. Solvent: C(C)O (ethanol). Reported procedure: A solution of 35 g. (0.174 mole) of N,N-dimethylinden-3-propylamine in a total volume of 125 ml. of ether is added to 2 liters of liquid ammonia. Over 1 hr., 44 g. (6.3 g-atoms) of lithium ribbon is added at the reflux temperature. After a total of 3 hours, the reaction mixture is blue. 550 ml. of ethanol is added over 135 min. whereupon the blue color fades. The ammonia is allowed to evaporate overnight and the residue dissolved in 1500 ml. of water and extracted twice with ether. The ether ext... Starting materials: CCOCC (ether), liquid, N (ammonia), CN(CCCC1=CCC2=CC=CC=C12)C (N,N-dimethylinden-3-propylamine), [Li] (lithium), N (ammonia).